Dataset: the Open Reaction Database (ORD), a public repository of structured organic reaction records. Task: describe an organic reaction: reactants, conditions, products, and yield Starting materials: C(CCC)C=1N(C(=C(N1)CO[Si](C)(C)C(C)(C)C)/C=C(/C(=O)OCC)\CC1=CC=CC=C1)CC1=C(C=CC=C1)Cl (ethyl (E)-3-[2-n-butyl-1-{(2-chlorophenyl)methyl}-4-t-butyldimethylsilyloxymethyl-1H-imidazol-5-yl]-2-benzyl-2-propenoate), [OH-].[Na+] (sodium hydroxide). Solvent: C(C)O (ethanol). Run at temperature 25 celsius, time 8 hour. Yields the product C(CCC)C=1N(C(=C(N1)CO)/C=C(/C(=O)O)\CC1=CC=CC=C1)CC1=C(C=CC=C1)Cl ((E)-3-[2-n-butyl-1-{(2-chlorophenyl)methyl}-4-hydroxymethyl-1H-imidazol-5-yl]-2-benzyl-2-propenoic acid). Isolated yield 61.9%. As a reaction SMILES: [CH2:1]([C:5]1[N:6]([CH2:33][C:34]2[CH:39]=[CH:38][CH:37]=[CH:36][C:35]=2[Cl:40])[C:7](/[CH:19]=[C:20](\[CH2:26][C:27]2[CH:32]=[CH:31][CH:30]=[CH:29][CH:28]=2)/[C:21]([O:23]CC)=[O:22])=[C:8]([CH2:10][O:11][Si](C(C)(C)C)(C)C)[N:9]=1)[CH2:2][CH2:3][CH3:4].[OH-].[Na+]>C(O)C>[CH2:1]([C:5]1[N:6]([CH2:33][C:34]2[CH:39]=[CH:38][CH:37]=[CH:36][C:35]=2[Cl:40])[C:7](/[CH:19]=[C:20](\[CH2:26][C:27]2[CH:32]=[CH:31][CH:30]=[CH:29][CH:28]=2)/[C:21]([OH:23])=[O:22])=[C:8]([CH2:10][OH:11])[N:9]=1)[CH2:2][CH2:3][CH3:4] |f:1.2|. Reported procedure: A solution of ethyl (E)-3-[2-n-butyl-1-{(2-chlorophenyl)methyl}-4-t-butyldimethylsilyloxymethyl-1H-imidazol-5-yl]-2-benzyl-2-propenoate (167 mg, 0.287 mmol) in absolute ethanol (3 mL) was treated portionwise at 6 hour intervals with 10% sodium hydroxide solution (3×1 mL). After being stirred overnight at 25° C., the reaction was heated to 50° C. for 4 hours, then concentrated in vacuo. The residual product was take0 up in water, acidified to pH 5-6 and extracted with methylene chloride. The isol... The reactants are C(C1=CC=CC=C1)OC1=CC=C(C=C1)CC(=O)NC1=C2C=NN(C2=CC=C1)CCN1CCCC1 (2-[4-(benzyloxy)phenyl]-N-[1-(2-pyrrolidin-1-ylethyl)-1H-indazol-4-yl]acetamide). The reagents and catalysts are [Pd] (Pd). The solvent is C(C)O (ethanol). Conditions: time 6 hour. Yields the product OC1=CC=C(C=C1)CC(=O)NC1=C2C=NN(C2=CC=C1)CCN1CCCC1 (2-(4-hydroxy-phenyl)-N-[1-(2-pyrrolidin-1-yl-ethyl)-1H-indazol-4-yl]-acetamide). RXN SMILES: C([O:8][C:9]1[CH:14]=[CH:13][C:12]([CH2:15][C:16]([NH:18][C:19]2[CH:27]=[CH:26][CH:25]=[C:24]3[C:20]=2[CH:21]=[N:22][N:23]3[CH2:28][CH2:29][N:30]2[CH2:34][CH2:33][CH2:32][CH2:31]2)=[O:17])=[CH:11][CH:10]=1)C1C=CC=CC=1>C(O)C.[Pd]>[OH:8][C:9]1[CH:14]=[CH:13][C:12]([CH2:15][C:16]([NH:18][C:19]2[CH:27]=[CH:26][CH:25]=[C:24]3[C:20]=2[CH:21]=[N:22][N:23]3[CH2:28][CH2:29][N:30]2[CH2:34][CH2:33][CH2:32][CH2:31]2)=[O:17])=[CH:11][CH:10]=1. Procedure: 2-(4-Benzyloxy-phenyl)-N-[1-(2-pyrrolidin-1-yl-ethyl)-1H-indazol-4-yl]-acetamide (Example 3, 500 mg, 1.10 mmol) and Pd (50 mg, 10% on carbon) were suspended in ethanol (40 mL) and stirred under a hydrogen atmosphere at room temperature for 6 hours. The mixture was filtered and the filtrate was concentrated under reduced pressure to provide the title compound. 1H NMR (300 MHz, DMSO-d6) δ ppm 1.62 (m, 4H), 2.45 (m, 4H), 2.87 (t, 2H, J=6.78), 3.65 (s, 2H), 4.47 (t, 2H, J=6.78), 6.72 (m, 2H), 7.16 (... The reactants are C(C1=CC=CC=C1)OC1=CC=C2C(=C(COC2=C1)C=O)C (7-(benzyloxy)-4-methyl-2H-chromene-3-carbaldehyde), CC1=C(C(=C(C(=C1)C)C)C)C (1,2,3,4,5-pentamethylbenzene), C(=O)(C(F)(F)F)O (TFA), C(=O)(O)[O-].[Na+] (NaHCO3). Conditions: time 8 hour. The product is OC1=CC=C2C(=C(COC2=C1)C=O)C (7-hydroxy-4-methyl-2H-chromene-3-carbaldehyde). The yield is 83.3%. RXN SMILES: C([O:8][C:9]1[CH:18]=[C:17]2[C:12]([C:13]([CH3:21])=[C:14]([CH:19]=[O:20])[CH2:15][O:16]2)=[CH:11][CH:10]=1)C1C=CC=CC=1.CC1C=C(C)C(C)=C(C)C=1C.C(O)(C(F)(F)F)=O.C([O-])(O)=O.[Na+]>>[OH:8][C:9]1[CH:18]=[C:17]2[C:12]([C:13]([CH3:21])=[C:14]([CH:19]=[O:20])[CH2:15][O:16]2)=[CH:11][CH:10]=1 |f:3.4|. Reported procedure: To 7-(benzyloxy)-4-methyl-2H-chromene-3-carbaldehyde (230 mg) and 1,2,3,4,5-pentamethylbenzene (608 mg) was added TFA (3 mL), followed by stirring at room temperature overnight. The reaction liquid was poured into an aqueous NaHCO3 solution, followed by extraction with EtOAc three times. The organic layer was combined, washed with brine, dried over MgSO4, and then concentrated under reduced pressure. The residue was purified by silica gel column chromatography (automatic purification device, hex... The reactants are CC(=O)O, CCCCCN(CCCCC)C(=O)Cl, CCN(C(C)C)C(C)C, CN(C)C=O, O=C(O)C1CNCCN1C(=O)C(c1ccccc1)c1ccccc1. Product: CCCCCN(CCCCC)C(=O)N1CCN(C(=O)C(c2ccccc2)c2ccccc2)C(C(=O)O)C1. Reaction SMILES: [C:1]([OH:2])(=[O:3])[CH3:4].[CH2:38]([CH2:39][CH2:40][CH2:41][CH3:42])[N:43]([C:44](=[O:45])[Cl:46])[CH2:47][CH2:48][CH2:49][CH2:50][CH3:51].[CH:29]([N:30]([CH2:31][CH3:32])[CH:33]([CH3:34])[CH3:35])([CH3:36])[CH3:37].[O:52]=[CH:53][N:54]([CH3:55])[CH3:56].[c:5]1([CH:11]([C:12](=[O:13])[N:14]2[CH:15]([C:20](=[O:21])[OH:22])[CH2:16][NH:17][CH2:18][CH2:19]2)[c:23]2[cH:24][cH:25][cH:26][cH:27][cH:28]2)[cH:6][cH:7][cH:8][cH:9][cH:10]1>>[c:5]1([CH:11]([C:12](=[O:13])[N:14]2[CH:15]([C:20](=[O:21])[OH:22])[CH2:16][N:17]([C:44]([N:43]([CH2:38][CH2:39][CH2:40][CH2:41][CH3:42])[CH2:47][CH2:48][CH2:49][CH2:50][CH3:51])=[O:45])[CH2:18][CH2:19]2)[c:23]2[cH:24][cH:25][cH:26][cH:27][cH:28]2)[cH:6][cH:7][cH:8][cH:9][cH:10]1. The reactants are COC1=CC=C(C=C1)CCCC(C(=O)O)=O (5-(4-Methoxyphenyl)-2-oxopentanoic acid), C1(=C(C=CC=C1)CCN)C ((+)-tolylethylamine), C(C)(C)OC(C)C (diisopropyl ether), (−)-DIP-Cl, amine, [OH-].[Na+] (sodium hydroxide), crude product. The solvent is C1CCOC1 (THF), C(C)N(CC)CC (triethylamine), C1CCOC1 (THF), O (water), C(C)#N (acetonitrile). Run at time 2 hour. Product: O[C@@H](C(=O)O)CCCC1=CC=C(C=C1)OC ((2R)-2-hydroxy-5-(4-methoxyphenyl)pentanoic acid). The yield is 47.1%. Reaction SMILES: [CH3:1][O:2][C:3]1[CH:8]=[CH:7][C:6]([CH2:9][CH2:10][CH2:11][C:12](=[O:16])[C:13]([OH:15])=[O:14])=[CH:5][CH:4]=1.[OH-].[Na+].C(OC(C)C)(C)C.C1(C)C=CC=CC=1CCN>C1COCC1.C(#N)C.O.C(N(CC)CC)C>[OH:16][C@H:12]([CH2:11][CH2:10][CH2:9][C:6]1[CH:5]=[CH:4][C:3]([O:2][CH3:1])=[CH:8][CH:7]=1)[C:13]([OH:15])=[O:14] |f:1.2|. Reported procedure: 5-(4-Methoxyphenyl)-2-oxopentanoic acid (62.7 g) was dissolved in THF (1 L) and triethylamine (46.8 ml) was added thereto. A solution of (−)-DIP-Cl (100 g) in THF (600 ml) was added dropwise thereto while maintaining the temperature at −25° C. to −35° C. The resulting mixture was warmed up to room temperature and stirred for 2 hours, and then water (500 ml) was added thereto at 20° C. or lower. A 6N aqueous sodium hydroxide solution (120 ml) was added thereto and stirred for 15 minutes. Thereaft...